From a dataset of the Open Reaction Database (ORD), a public repository of structured organic reaction records. describe an organic reaction: reactants, conditions, products, and yield Reactants: NC1=NC(=C(C(=N1)O)CC1=CC=CC=C1)C (2-amino-5-benzyl-6-methylpyrimidine-4-ol), P(=O)(Cl)(Cl)Cl (phosphorous oxychloride). Run at temperature 90 celsius. The product is C(C1=CC=CC=C1)C=1C(=NC(=NC1C)N)Cl (5-Benzyl-4-chloro-6-methylpyrimidine-2-ylamine). Isolated yield 53.7%. As a reaction SMILES: [NH2:1][C:2]1[N:7]=[C:6](O)[C:5]([CH2:9][C:10]2[CH:15]=[CH:14][CH:13]=[CH:12][CH:11]=2)=[C:4]([CH3:16])[N:3]=1.P(Cl)(Cl)([Cl:19])=O>>[CH2:9]([C:5]1[C:6]([Cl:19])=[N:7][C:2]([NH2:1])=[N:3][C:4]=1[CH3:16])[C:10]1[CH:15]=[CH:14][CH:13]=[CH:12][CH:11]=1. Procedure: A mixture of 2-amino-5-benzyl-6-methylpyrimidine-4-ol (1.2 g, 5.57 mmol) and phosphorous oxychloride (9 ml) was kept to warm at 90° C. for 6 hours. The reaction mixture was concentrated in vacuo. Ice-water was added to the residue and an aqueous ammonia was cautiously added thereto. The solution was extracted with chloroform. The organic layer was washed with saturated brine, dried over sodium sulfate and concentrated in vacuo. The residue was purified by silica gel column chromatography (chloro... Procedure: In a 3 liter autoclave were placed: 151.8 g (0.6 mole) of 1-(p-methylsulphonylphenyl)-3-amino-2-pyrazolin-5-one, 27 g (0.9 mole) of paraformaldehyde, 115.5 g (1.5 mole) of ammonium acetate, 60 g of Raney nickel and 1735 ml of methanol. The autoclave was charged with hydrogen to a pressure of 1500 psi. After reduction for 2 h at 100° C the catalyst was filtered off and the filtrate was neutralized by addition of 100 ml of concentrated hydrochloric acid. The filtrate was concentrated by evaporatio... The reagents and catalysts are [Ni] (Raney nickel). The product is CS(=O)(=O)C1=CC=C(C=C1)N1N=C(C(C1=O)C)N (1-(p-methylsulphonylphenyl)-3-amino-4-methyl-2-pyrazolin-5-one). Solvent: CO (methanol). Starting materials: CS(=O)(=O)C1=CC=C(C=C1)N1N=C(CC1=O)N (1-(p-methylsulphonylphenyl)-3-amino-2-pyrazolin-5-one), [H][H] (hydrogen), C=O (paraformaldehyde), C(C)(=O)[O-].[NH4+] (ammonium acetate). As a reaction SMILES: [CH3:1][S:2]([C:5]1[CH:10]=[CH:9][C:8]([N:11]2[C:15](=[O:16])[CH2:14][C:13]([NH2:17])=[N:12]2)=[CH:7][CH:6]=1)(=[O:4])=[O:3].C=O.[C:20]([O-])(=O)C.[NH4+].[H][H]>[Ni].CO>[CH3:1][S:2]([C:5]1[CH:10]=[CH:9][C:8]([N:11]2[C:15](=[O:16])[CH:14]([CH3:20])[C:13]([NH2:17])=[N:12]2)=[CH:7][CH:6]=1)(=[O:3])=[O:4] |f:2.3|.